This data is from the Open Reaction Database (ORD), a public repository of structured organic reaction records. The task is: describe an organic reaction: reactants, conditions, products, and yield Starting materials: BrC=1SC=C(C1)NC(=O)OC(C)(C)C (2-bromo-4-(N-tert-butyloxycarbonylamino)thiophene), C(#C)C1=C(C=CC=C1)NC(=O)N (1-(2-ethynylphenyl)urea). Reagents/catalysts: Cl[Pd]([P](C1=CC=CC=C1)(C2=CC=CC=C2)C3=CC=CC=C3)([P](C4=CC=CC=C4)(C5=CC=CC=C5)C6=CC=CC=C6)Cl (bis(triphenylphosphine)palladium(II) dichloride), [Cu]I (copper(I) iodide), C1(=CC=CC=C1)P(C1=CC=CC=C1)C1=CC=CC=C1 (triphenylphosphine). Solvent: C(C)N(CC)CC (triethylamine), CN(C)C=O (DMF), C(C)(=O)OCC (ethyl acetate). Run at temperature 80 celsius. The product is C(C)(C)(C)OC(NC1=CSC(=C1)C#CC1=C(C=CC=C1)NC(=O)N)=O (tert-butyl[5-({2-[(aminocarbonyl)amino]phenyl}ethynyl)-3-thienyl]carbamate). The yield is 57.7%. Reaction SMILES: Br[C:2]1[S:3][CH:4]=[C:5]([NH:7][C:8]([O:10][C:11]([CH3:14])([CH3:13])[CH3:12])=[O:9])[CH:6]=1.[C:15]([C:17]1[CH:22]=[CH:21][CH:20]=[CH:19][C:18]=1[NH:23][C:24]([NH2:26])=[O:25])#[CH:16]>C(N(CC)CC)C.CN(C=O)C.C(OCC)(=O)C.Cl[Pd](Cl)([P](C1C=CC=CC=1)(C1C=CC=CC=1)C1C=CC=CC=1)[P](C1C=CC=CC=1)(C1C=CC=CC=1)C1C=CC=CC=1.[Cu]I.C1(P(C2C=CC=CC=2)C2C=CC=CC=2)C=CC=CC=1>[C:11]([O:10][C:8](=[O:9])[NH:7][C:5]1[CH:6]=[C:2]([C:16]#[C:15][C:17]2[CH:22]=[CH:21][CH:20]=[CH:19][C:18]=2[NH:23][C:24]([NH2:26])=[O:25])[S:3][CH:4]=1)([CH3:14])([CH3:13])[CH3:12] |^1:47,66|. Procedure: To a degassed solution of 2-bromo-4-(N-tert-butyloxycarbonylamino)thiophene (261 mg, 0.94 mmol, 1 eq), 1-(2-ethynylphenyl)urea (200 mg, 1.5 eq), and triphenylphosphine (6.2 mg, 0.025 eq) in anhydrous triethylamine (2 mL) and DMF (0.5 mL) was added bis(triphenylphosphine)palladium(II) dichloride (66 mg, 0.1 eq) and copper(I) iodide (18 mg, 0.1 eq). The mixture was stirred and heated at 80° C. for 30 minutes, then cooled to room temperature and diluted with ethyl acetate. It was washed sequentiall... The reactants are OC1=CC=C2C(C(=C(OC2=C1)C(F)(F)F)C1=CC=C(C(=O)O)C=C1)=O (4-(7-hydroxy-4-oxo-2-(trifluoromethyl)-4H-chromen-3-yl)benzoic acid), CCN=C=NCCCN(C)C (EDCI), C(=O)(OC(C)(C)C)NN (BocNHNH2), CN(C)C=O (DMF). The solvent is C(Cl)Cl (DCM), CCOC(=O)C (EtOAc). The product is OC1=CC=C2C(C(=C(OC2=C1)C(F)(F)F)C1=CC=C(C(=O)NNC(=O)OC(C)(C)C)C=C1)=O (tert-butyl 2-(4-(7-hydroxy-4-oxo-2-(trifluoromethyl)-4H-chromen-3-yl)benzoyl)hydrazinecarboxylate). RXN SMILES: [OH:1][C:2]1[CH:11]=[C:10]2[C:5]([C:6](=[O:25])[C:7]([C:16]3[CH:24]=[CH:23][C:19]([C:20]([OH:22])=O)=[CH:18][CH:17]=3)=[C:8]([C:12]([F:15])([F:14])[F:13])[O:9]2)=[CH:4][CH:3]=1.CCN=C=NCCCN(C)C.[C:37]([NH:44][NH2:45])([O:39][C:40]([CH3:43])([CH3:42])[CH3:41])=[O:38].CN(C=O)C>C(Cl)Cl.CCOC(C)=O>[OH:1][C:2]1[CH:11]=[C:10]2[C:5]([C:6](=[O:25])[C:7]([C:16]3[CH:17]=[CH:18][C:19]([C:20]([NH:45][NH:44][C:37]([O:39][C:40]([CH3:43])([CH3:42])[CH3:41])=[O:38])=[O:22])=[CH:23][CH:24]=3)=[C:8]([C:12]([F:13])([F:14])[F:15])[O:9]2)=[CH:4][CH:3]=1. Procedure: A mixture of 4-(7-hydroxy-4-oxo-2-(trifluoromethyl)-4H-chromen-3-yl)benzoic acid (synthesis is described in PCT/US2010/024035) (1 equiv.), EDCI (1 equiv.), and BocNHNH2 (1 equiv.), in DCM and DMF (1:1) is stirred at 25° C. overnight, followed by an aqueous/EtOAc workup. Purification if necessary by column chromatography on silica gel to give the product. The reactants are C(C)(=O)OCC (ethyl acetate), N(=[N+]=[N-])C(C)C1=CC=C2C=CC=NC2=C1C1=CC(=CC(=C1)F)F (7-(1-azidoethyl)-8-(3,5-difluorophenyl)quinoline), CP(C)C (trimethylphosphine). Solvent: O1CCCC1 (tetrahydrofuran), O (water), O1CCCC1 (tetrahydrofuran). Reaction conditions: time 1 hour. Yields the product FC=1C=C(C=C(C1)F)C=1C(=CC=C2C=CC=NC12)C(C)N (1-[8-(3,5-difluorophenyl)quinolin-7-yl]ethanamine). RXN SMILES: [N:1]([CH:4]([C:6]1[C:15]([C:16]2[CH:21]=[C:20]([F:22])[CH:19]=[C:18]([F:23])[CH:17]=2)=[C:14]2[C:9]([CH:10]=[CH:11][CH:12]=[N:13]2)=[CH:8][CH:7]=1)[CH3:5])=[N+]=[N-].CP(C)C.C(OCC)(=O)C>O1CCCC1.O>[F:22][C:20]1[CH:21]=[C:16]([C:15]2[C:6]([CH:4]([NH2:1])[CH3:5])=[CH:7][CH:8]=[C:9]3[C:14]=2[N:13]=[CH:12][CH:11]=[CH:10]3)[CH:17]=[C:18]([F:23])[CH:19]=1. Procedure: To a stirred solution of 7-(1-azidoethyl)-8-(3,5-difluorophenyl)quinoline (0.040 g, 0.13 mmol) in tetrahydrofuran (0.4 mL) and water (0.093 mL) was added 1.00 M of trimethylphosphine in tetrahydrofuran (0.155 mL, 0.155 mmol) at room temperature and the mixture was stirred at room temperature for 1 hour. To the mixture was added ethyl acetate and the mixture was extracted with 1 N HCl twice. The combined extracts were neutralized with solid sodium bicarbonate, and extracted with dichloromethane. ... Reactants: C(C)(C)(C)OC(=O)N1CCC2=C(CC1)C(=C(C=C2)Cl)SC(N(C)C)=O (3-tert-butoxycarbonyl-7-chloro-6-dimethylcarbamoylthio-2,3,4,5-tetrahydro-1H-benzo[d]azepine), BrC1=C(C=C(C=C1)CBr)F (1-bromo-4-bromomethyl-2-fluorobenzene). Product: BrC1=C(C=C(CSC2=C(C=CC=3CCN(CCC32)C(=O)OC(C)(C)C)Cl)C=C1)F (6-(4-Bromo-3-fluorobenzylthio)-3-tert-butoxycarbonyl-7-chloro-2,3,4,5-tetrahydro-1H-benzo[d]azepine). RXN SMILES: [C:1]([O:5][C:6]([N:8]1[CH2:14][CH2:13][C:12]2[C:15]([S:20][C:21](=O)N(C)C)=[C:16]([Cl:19])[CH:17]=[CH:18][C:11]=2[CH2:10][CH2:9]1)=[O:7])([CH3:4])([CH3:3])[CH3:2].[Br:26][C:27]1[CH:32]=[CH:31][C:30](CBr)=[CH:29][C:28]=1[F:35]>>[Br:26][C:27]1[CH:32]=[CH:31][C:30]([CH2:21][S:20][C:15]2[C:12]3[CH2:13][CH2:14][N:8]([C:6]([O:5][C:1]([CH3:4])([CH3:3])[CH3:2])=[O:7])[CH2:9][CH2:10][C:11]=3[CH:18]=[CH:17][C:16]=2[Cl:19])=[CH:29][C:28]=1[F:35]. Procedure: Use a method similar to the Preparation 177, using 3-tert-butoxycarbonyl-7-chloro-6-dimethylcarbamoylthio-2,3,4,5-tetrahydro-1H-benzo[d]azepine and 1-bromo-4-bromomethyl-2-fluorobenzene, to give the title compound as a white solid. The reactants are ClC(Cl)(OC(OC(Cl)(Cl)Cl)=O)Cl (triphosgene), CNC1CCCCC1 (N-methylcyclohexylamine), N1=CC=CC=C1 (pyridine). The solvent is C1(=CC=CC=C1)C (toluene). The product is CN(C(=O)Cl)C1CCCCC1 (N-methyl-N-cyclohexylaminocarbonyl chloride). The yield is 295.9%. Reaction SMILES: [Cl:1][C:2](Cl)([O:4]C(=O)OC(Cl)(Cl)Cl)Cl.[CH3:13][NH:14][CH:15]1[CH2:20][CH2:19][CH2:18][CH2:17][CH2:16]1.N1C=CC=CC=1>C1(C)C=CC=CC=1>[CH3:13][N:14]([CH:15]1[CH2:20][CH2:19][CH2:18][CH2:17][CH2:16]1)[C:2]([Cl:1])=[O:4]. Reported procedure: To a solution of triphosgene (4.35 g) in toluene (70 ml) is added dropwise N-methylcyclohexylamine (5 g). To the mixture is added dropwise pyridine (3.5 g), and the mixture is refluxed for 4 hours. The mixture is allowed to cool, and the organic layer is separated, washed with 0.1 N hydrochloric acid, dried over anhydrous magnesium sulfate, and concentrated under reduced pressure to remove the solvent to give N-methyl-N-cyclohexylaminocarbonyl chloride (7.62 g) as a colorless oil. Starting materials: Cl.ClCCNCCCl (bis(2-chloroethyl)amine hydrochloride), ClC=1C=C(N)C=CC1Cl (3,4-dichloroaniline), C([O-])([O-])=O.[K+].[K+] (potassium carbonate). The solvent is C(CCC)O (n-butanol), petroleum ether. Yields the product ClC=1C=C(C=CC1Cl)N1CCNCC1 (1-(3,4-Dichlorophenyl)piperazine). Isolated yield 27.7%. Reaction SMILES: Cl.Cl[CH2:3][CH2:4][NH:5][CH2:6][CH2:7]Cl.[Cl:9][C:10]1[CH:11]=[C:12]([CH:14]=[CH:15][C:16]=1[Cl:17])[NH2:13].C(=O)([O-])[O-].[K+].[K+]>C(O)CCC>[Cl:9][C:10]1[CH:11]=[C:12]([N:13]2[CH2:7][CH2:6][NH:5][CH2:4][CH2:3]2)[CH:14]=[CH:15][C:16]=1[Cl:17] |f:0.1,3.4.5|. Procedure details: This compound was prepared according to the procedure of Preparation 1. A mixture of 44.6 g (0.25 mole) of bis(2-chloroethyl)amine hydrochloride, 40.5 g (0.25 mole) of 3,4-dichloroaniline and 50.0 g (0136 mole) of potassium carbonate in a total volume of 500 ml of n-butanol gave an oil as residue. Trituration of the oil with petroleum ether (30°-60° C.) gave 16.0 g of white solid, m.p. 62°-65° C. The reactants are COc1cc(C=O)ccc1-n1cnc(C)c1, CCOP(=O)(OCC)C1CCC2CCC(c3ccc(Cl)cc3)N2C1=O, [Li+], C1CCOC1, [OH-], O. Yields the product COc1cc(C=C2CCC3CCC(c4ccc(Cl)cc4)N3C2=O)ccc1-n1cnc(C)c1. Reaction SMILES: [CH3:3][O:4][c:5]1[cH:6][c:7]([CH:8]=[O:9])[cH:10][cH:11][c:12]1-[n:13]1[cH:14][n:15][c:16]([CH3:18])[cH:17]1.[Cl:19][c:20]1[cH:21][cH:22][c:23]([CH:26]2[CH2:27][CH2:28][CH:29]3[CH2:30][CH2:31][CH:32]([P:36](=[O:37])([O:38][CH2:39][CH3:40])[O:41][CH2:42][CH3:43])[C:33](=[O:35])[N:34]23)[cH:24][cH:25]1.[Li+:1].[O:45]1[CH2:46][CH2:47][CH2:48][CH2:49]1.[OH-:2].[OH2:44]>>[CH3:3][O:4][c:5]1[cH:6][c:7]([CH:8]=[C:32]2[CH2:31][CH2:30][CH:29]3[CH2:28][CH2:27][CH:26]([c:23]4[cH:22][cH:21][c:20]([Cl:19])[cH:25][cH:24]4)[N:34]3[C:33]2=[O:35])[cH:10][cH:11][c:12]1-[n:13]1[cH:14][n:15][c:16]([CH3:18])[cH:17]1. Starting materials: C1(=CC=CC=C1)CC(C(=O)OCC(OC1=CC=CC=C1)=O)O (2-oxo-2-phenoxyethyl 3-phenyllactate), quartz. Reagents/catalysts: Catalyst A. The solvent is O1CCCC1 (tetrahydrofuran). Conditions: temperature 250 celsius, time 0.77 hour. The product is C1(=CC=CC=C1)CC1C(OCC(O1)=O)=O (3-phenylmethyl-1,4-dioxane-2,5-dione). RXN SMILES: [C:1]1([CH2:7][CH:8]([OH:22])[C:9]([O:11][CH2:12][C:13](=[O:21])OC2C=CC=CC=2)=[O:10])[CH:6]=[CH:5][CH:4]=[CH:3][CH:2]=1>O1CCCC1>[C:1]1([CH2:7][CH:8]2[O:22][C:13](=[O:21])[CH2:12][O:11][C:9]2=[O:10])[CH:2]=[CH:3][CH:4]=[CH:5][CH:6]=1. Procedure: Experiment 8. 2-oxo-2-phenoxyethyl 3-phenyllactate (240 mL of a 10% w/v solution in tetrahydrofuran at 10 mL/hr) and nitrogen (240 mL/min) were passed through a 23-mm I.D. quartz tube containing 4 mL of coarsely crushed quartz on top of 4 mL of Catalyst A heated to 250° C. Contact time and WWH were 0.98 s and 0.77 hr-1, respectively. The column effluent was rotovaped, phenol was removed by distillation under reduced pressure to give crude product. Two crystallizations from anhydrous isopropanol ... Reported procedure: 58.5 g (0.3 mole) of 1-(β-ethoxyethyl)2-nitrobenzene was added at a temperature of 90° C. to a solution of 100 ml of concentrated sulphuric acid diluted in 1 liter of distilled water. 17 g of aluminium powder was added using a spatula and with vigourous stirring. Stirring was maintained for 40 minutes and then 70 g of tartaric acid was added. Stirring was continued for a further 15 minutes with the temperature maintained at 90° C. and then the reaction medium was cooled and the suspension filter... Run at temperature 90 celsius, time 15 minute. Run in O (water), C(C)(=O)OCC (ethyl acetate). RXN SMILES: [CH2:1]([O:3][CH2:4][CH2:5][C:6]1[CH:11]=[CH:10][CH:9]=[CH:8][C:7]=1[N+:12]([O-])=O)[CH3:2].S(=O)(=O)(O)[OH:16].[Al].C(O)(=O)C(C(C(O)=O)O)O>O.C(OCC)(=O)C>[CH2:1]([O:3][CH2:4][CH2:5][C:6]1[CH:11]=[C:10]([OH:16])[CH:9]=[CH:8][C:7]=1[NH2:12])[CH3:2]. The product is C(C)OCCC=1C=C(C=CC1N)O (3- (β-ethoxyethyl)p-aminophenol). The reactants are C(C(O)C(O)C(=O)O)(=O)O (tartaric acid), C(C)OCCC1=C(C=CC=C1)[N+](=O)[O-] (1-(β-ethoxyethyl)2-nitrobenzene), S(O)(O)(=O)=O (sulphuric acid), [Al] (aluminium). The reactants are S(O)(O)(=O)=O (sulfuric acid), C=O (paraformaldehyde), C(C(F)(F)F)(C(F)(F)F)O (HFIPA). Run in C(=O)=O.CC(=O)C (dry ice acetone). Reaction conditions: time 20 minute. The product is C(C(F)(F)F)(C(F)(F)F)OCOC(C(F)(F)F)C(F)(F)F ((CF3)2CHOCH2OCH(CF3)2). Reaction SMILES: S(=O)(=O)(O)O.[CH2:6]=[O:7].[CH:8]([OH:17])([C:13]([F:16])([F:15])[F:14])[C:9]([F:12])([F:11])[F:10]>C(=O)=O.CC(C)=O>[CH:8]([O:17][CH2:6][O:7][CH:8]([C:13]([F:16])([F:15])[F:14])[C:9]([F:12])([F:11])[F:10])([C:13]([F:16])([F:15])[F:14])[C:9]([F:12])([F:11])[F:10] |f:3.4|. Procedure details: A 300 ml reactor, which had been cooled down in dry ice/acetone bath to -20° C., was charged with 111.3 g of fuming sulfuric acid, 9.3 g of paraformaldehyde and 52.8 g of HFIPA, followed by stirring for 20 minutes. After stopping stirring, it was cooled down to room temperature by standing still. With this, the contents were separated into two layers. The organic matter of the upper layer was taken out and then washed with 50 ml of 5% sodium hydrogencarbonate aqueous solution. With this, it was ...